Task: describe an organic reaction: reactants, conditions, products, and yield. Dataset: the Open Reaction Database (ORD), a public repository of structured organic reaction records Conditions: time 16 hour. Product: C(C)N1N=C(C=C1)NC(C1=CC(=CC(=C1)O[C@H](COC)C)O)=O (N-(1-Ethyl-1H-pyrazol-3-yl)-3-hydroxy-5-{[(1S)-1-methyl-2-(methyloxy)ethyl]oxy}benzamide). Run in C1CCOC1 (THF), C(C)O (ethanol). Reactants: C(C)N1N=C(C=C1)NC(C1=CC(=CC(=C1)OCC1=CC=CC=C1)O[C@H](COC)C)=O (N-(1-ethyl-1H-pyrazol-3-yl)-3-{[(1S)-1-methyl-2-(methyloxy)ethyl]oxy}-5-[(phenylmethyl)oxy]benzamide). RXN SMILES: [CH2:1]([N:3]1[CH:7]=[CH:6][C:5]([NH:8][C:9](=[O:30])[C:10]2[CH:15]=[C:14]([O:16]CC3C=CC=CC=3)[CH:13]=[C:12]([O:24][C@@H:25]([CH3:29])[CH2:26][O:27][CH3:28])[CH:11]=2)=[N:4]1)[CH3:2]>[Pd].C1COCC1.C(O)C>[CH2:1]([N:3]1[CH:7]=[CH:6][C:5]([NH:8][C:9](=[O:30])[C:10]2[CH:11]=[C:12]([O:24][C@@H:25]([CH3:29])[CH2:26][O:27][CH3:28])[CH:13]=[C:14]([OH:16])[CH:15]=2)=[N:4]1)[CH3:2]. Procedure details: 10% Palladium on carbon (1.9 g, 50% wet) was added under argon to N-(1-ethyl-1H-pyrazol-3-yl)-3-{[(1S)-1-methyl-2-(methyloxy)ethyl]oxy}-5-[(phenylmethyl)oxy]benzamide (19.1 g, 46.7 mmol) in dry THF (100 mL) and ethanol (100 mL). The reaction mixture was degassed, placed under a hydrogen balloon and stirred for 16 hours. The mixture was filtered through diatomaceous earth and the filtrate was evaporated to give a brown oil. The residue was purified by column chromatography on silica, eluting with... Reagents/catalysts: [Pd] (Palladium on carbon). Reactants: O[C@@H]1C[C@H](NC1)C(=O)O (trans-4-hydroxy-L-proline), ClC(=O)OCC1=CC=CC=C1 (benzyl chloroformate), C(=O)=O (CO2), O[C@@H]1C[C@H](NC1)C(=O)O (Trans-4-hydroxy-L-proline), C(=O)(O)[O-].[Na+] (NaHCO3). The solvent is C1(=CC=CC=C1)C (toluene), O (H2O). Reaction conditions: time 16 hour. Yields the product C(=O)(OCC1=CC=CC=C1)N1[C@H](C(=O)O)C[C@H](C1)O (N-CBZ-trans-4-hydroxy-L-proline). The yield is 98.0%. As a reaction SMILES: [OH:1][C@H:2]1[CH2:6][NH:5][C@H:4]([C:7]([OH:9])=[O:8])[CH2:3]1.C([O-])(O)=O.[Na+].Cl[C:16]([O:18][CH2:19][C:20]1[CH:25]=[CH:24][CH:23]=[CH:22][CH:21]=1)=[O:17].C(=O)=O>O.C1(C)C=CC=CC=1>[C:16]([N:5]1[CH2:6][C@H:2]([OH:1])[CH2:3][C@H:4]1[C:7]([OH:9])=[O:8])([O:18][CH2:19][C:20]1[CH:25]=[CH:24][CH:23]=[CH:22][CH:21]=1)=[O:17] |f:1.2|. Reported procedure: N-Benzyloxycarbonyl)-trans-4-hydroxy-L-proline. Trans-4-hydroxy-L-proline 1 (10.0 g, 76.3 mmol) and NaHCO3 (16.0 g, 190 mmol) were dissolved in H2O (165 mL), then a solution of benzyl chloroformate (12.5 mL, 15.0 g, 87.7 mmol) in toluene (40 mL) was added over a period of 15 minutes. After stirring at room temperature for 16 h, CO2 evolution had ceased and the two phases were separated. Excess benzyl chloroformate was removed from the aqueous phase by washing with ether (4×50 mL). Cooling of the... The reactants are CC(C)(C)C=1C=C(C=C(C1O)C(C)(C)C)C(O)C1=CC=CC=C1 (3,5-Bis(1,1-dimethylethyl)-4-hydroxy-α-phenylbenzenemethanol), 34.8, Br[Si](C)(C)C (bromotrimethylsilane). Solvent: C(Cl)(Cl)(Cl)Cl (CCl4). Product: CC(C)(C)C=1C=C(C(C2=CC=CC=C2)Br)C=C(C1O)C(C)(C)C (3,5-Bis(1,1-dimethylethyl)-4-hydroxy-α-phenylbenzyl bromide). RXN SMILES: [CH3:1][C:2]([C:5]1[CH:6]=[C:7]([CH:16]([C:18]2[CH:23]=[CH:22][CH:21]=[CH:20][CH:19]=2)O)[CH:8]=[C:9]([C:12]([CH3:15])([CH3:14])[CH3:13])[C:10]=1[OH:11])([CH3:4])[CH3:3].[Br:24][Si](C)(C)C>C(Cl)(Cl)(Cl)Cl>[CH3:1][C:2]([C:5]1[CH:6]=[C:7]([CH:8]=[C:9]([C:12]([CH3:15])([CH3:14])[CH3:13])[C:10]=1[OH:11])[CH:16]([Br:24])[C:18]1[CH:23]=[CH:22][CH:21]=[CH:20][CH:19]=1)([CH3:4])[CH3:3]. Procedure details: To a solution of 31.2 g (0.1 mole) of 3,5-bis-(1,1-dimethylethyl)-4-hydroxy-α-phenylbenzenemethanol (Example 16) in 350 mL of CCl4 is added 34.8 (0.227 mole) of bromotrimethylsilane. After 40 minutes at room temperature the reaction mixture is evaporated to dryness on a rotary evaporator with the water bath temperature at 35° C. The brown oil residue is used immediately without further purification. Reaction SMILES: COC(=O)[C:4]1[CH:9]=[CH:8][CH:7]=[C:6]([NH:10][C:11](=[O:38])[CH2:12][N:13]2[N:19]=[C:18]([CH:20]3[CH2:25][CH2:24][CH2:23][CH2:22][CH2:21]3)[C:17]3[CH:26]=[CH:27][CH:28]=[CH:29][C:16]=3[N:15]([CH2:30][C:31](=[O:36])[C:32]([CH3:35])([CH3:34])[CH3:33])[C:14]2=[O:37])[CH:5]=1.O=C1N(CC(O)=O)N=C(C2C=CC=CN=2)C2C=CC=CC=2N1CC(=O)C1C=CC=CC=1C.[C:72]([O:76][C:77](=[O:87])[N:78](C1C=CC=C(N)C=1)[CH3:79])([CH3:75])([CH3:74])[CH3:73].C1(C2C3C=CC=CC=3N(CC(=O)C(C)(C)C)C(=O)N(CC(O)=O)N=2)CCCCC1.COC(=O)C1C=CC=C(N)C=1>>[C:72]([O:76][C:77](=[O:87])[N:78]([C:4]1[CH:9]=[CH:8][CH:7]=[C:6]([NH:10][C:11](=[O:38])[CH2:12][N:13]2[N:19]=[C:18]([CH:17]3[CH2:16][CH2:29][CH2:28][CH2:27][CH2:26]3)[C:20]3[CH:21]=[CH:22][CH:23]=[CH:24][C:25]=3[N:15]([CH2:30][C:31](=[O:36])[C:32]([CH3:34])([CH3:35])[CH3:33])[C:14]2=[O:37])[CH:5]=1)[CH3:79])([CH3:75])([CH3:74])[CH3:73]. Product: C(C)(C)(C)OC(N(C)C1=CC(=CC=C1)NC(CN1C(N(C2=C(C(=N1)C1CCCCC1)C=CC=C2)CC(C(C)(C)C)=O)=O)=O)=O ((3-{2-[5-cyclohexyl-1-(3,3-dimethyl-2-oxo-butyl)-2-oxo-1,2-dihydro-3H-1,3,4-benzotriazepin-3-yl]-acetylamino}-phenyl)-methyl-carbamic acid tert-butyl ester). Reported procedure: The title compound was obtained by the method used in the preparation of 3-{2-[5-cyclohexyl-1-(3,3-dimethyl-2-oxo-butyl)-2-oxo-1,2-dihydro-3H-1,3,4-benzotriazepin-3-yl]-acetylamino}-benzoic acid methyl ester (Example 1, step e) except that [2-oxo-1-(2-oxo-2-o-tolyl-ethyl)-5-pyridin-2-yl-1,2-dihydro-3H-1,3,4-benzotriazepin-3-yl]-acetic acid (Example 7, step a) and (3-amino-phenyl)-methyl-carbamic acid tert-butyl ester (Example 3, step c) were used in place of [5-cyclohexyl-1-(3,3-dimethyl-2-oxo-b... Reactants: COC(C1=CC(=CC=C1)NC(CN1C(N(C2=C(C(=N1)C1CCCCC1)C=CC=C2)CC(C(C)(C)C)=O)=O)=O)=O (3-{2-[5-Cyclohexyl-1-(3,3-dimethyl-2-oxo-butyl)-2-oxo-1,2-dihydro-3H-1,3,4-benzotriazepin-3-yl]-acetylamino}-benzoic acid methyl ester), O=C1N(C2=C(C(=NN1CC(=O)O)C1=NC=CC=C1)C=CC=C2)CC(C2=C(C=CC=C2)C)=O ([2-oxo-1-(2-oxo-2-o-tolyl-ethyl)-5-pyridin-2-yl-1,2-dihydro-3H-1,3,4-benzotriazepin-3-yl]-acetic acid), C(C)(C)(C)OC(N(C)C1=CC(=CC=C1)N)=O ((3-amino-phenyl)-methyl-carbamic acid tert-butyl ester), C1(CCCCC1)C1=NN(C(N(C2=C1C=CC=C2)CC(C(C)(C)C)=O)=O)CC(=O)O ([5-cyclohexyl-1-(3,3-dimethyl-2-oxo-butyl)-2-oxo-1,2-dihydro-3H-1,3,4-benzotriazepin-3-yl]-acetic acid), COC(C1=CC(=CC=C1)N)=O (3-amino-benzoic acid methyl ester). Starting materials: FC1=C(C=CC(=C1)F)N=C=O (2,4-difluorophenyl isocyanate), C1=CN(C=N1)C(=O)N2C=CN=C2 (carbodiimidazole), CNC(=S)NC (N,N′-dimethylthiourea). Solvent: C1(=CC=CC=C1)C (toluene), C(C)N(CC)CC (triethylamine). Reaction conditions: temperature 62.5 celsius, time 3 hour. The product is FC1=C(C=CC(=C1)F)N1C(N(C(N(C1=O)C)=S)C)=O (3-(2,4-difluorophenyl)-1,5-dimethyl-6-thioxo-[1,3,5]triazinane-2,4-dione). RXN SMILES: [F:1][C:2]1[CH:7]=[C:6]([F:8])[CH:5]=[CH:4][C:3]=1[N:9]=[C:10]=[O:11].[CH:12]1[N:16]=[CH:15][N:14]([C:17](N2C=NC=C2)=[O:18])[CH:13]=1.CNC(NC)=[S:27]>C1(C)C=CC=CC=1.C(N(CC)CC)C>[F:1][C:2]1[CH:7]=[C:6]([F:8])[CH:5]=[CH:4][C:3]=1[N:9]1[C:17](=[O:18])[N:14]([CH3:13])[C:15](=[S:27])[N:16]([CH3:12])[C:10]1=[O:11]. Procedure: 31 g of 2,4-difluorophenyl isocyanate and 64.9 g of carbodiimidazole were added in succession to 20.8 g of N,N′-dimethylthiourea in 500 ml of toluene and 1 ml of triethylamine. This mixture was stirred first for 3 hours at 60-65° C. and then for 12 hours at 80-85° C. After cooling to room temperature, the mixture was washed three times with 100-ml-portions of water, and the organic phase was dried over sodium sulfate. After distillation of the low-boiling fractions, 48 g of the desired product o... The reactants are CSCCCN1C(C2=CC=CC=C2C1=O)=O (2-(3-methylsulfanyl-propyl)-isoindole-1,3-dione), OOS(=O)[O-].[K+] (oxone), CO (methanol). Solvent: O (water), O (water). Run at time 16 hour. Yields the product CS(=O)(=O)CCCN1C(C2=CC=CC=C2C1=O)=O (2-(3-methanesulfonyl-propyl)-isoindole-1,3-dione). As a reaction SMILES: CS[CH2:3][CH2:4][CH2:5][N:6]1[C:14](=[O:15])[C:13]2[C:8](=[CH:9][CH:10]=[CH:11][CH:12]=2)[C:7]1=[O:16].O[O:18][S:19]([O-:21])=O.[K+].[CH3:23]O>O>[CH3:23][S:19]([CH2:3][CH2:4][CH2:5][N:6]1[C:14](=[O:15])[C:13]2[C:8](=[CH:9][CH:10]=[CH:11][CH:12]=2)[C:7]1=[O:16])(=[O:21])=[O:18] |f:1.2|. Procedure: To a solution of 2-(3-methylsulfanyl-propyl)-isoindole-1,3-dione (440 mg) in methanol (10 mL) was added a solution of oxone (1.73 g) in water (10 mL) and the reaction stirred at room temperature for 16 h. The reaction was then diluted with water (20 mL) and extracted into dichloromethane (2×20 mL). The combined organics were washed with aqueous brine solution (2×20 mL), dried (MgSO4) and reduced in vacuo to give 2-(3-methanesulfonyl-propyl)-isoindole-1,3-dione as a white solid. Reactants: CCC1CC2C3CCC4=CC(=O)CCC4C3CCC2(C)C1OC(=O)CBr, CC(C)=O, CCOC(C)=O, CN(C)C=O, O, O=C(O)CC1CCCCC1. The product is CCC1CC2C3CCC4=CC(=O)CCC4C3CCC2(C)C1OC(=O)COC(=O)CC1CCCCC1. Reaction SMILES: [CH2:11]([CH3:12])[CH:13]1[CH:14]([O:32][C:33]([CH2:34][Br:35])=[O:36])[C:15]2([CH3:16])[CH:17]([CH2:18]1)[CH:19]1[CH2:20][CH2:21][C:22]3=[CH:23][C:24](=[O:31])[CH2:25][CH2:26][CH:27]3[CH:28]1[CH2:29][CH2:30]2.[CH3:43][C:44](=[O:45])[CH3:46].[CH3:47][CH2:48][O:49][C:50](=[O:51])[CH3:52].[O:37]=[CH:38][N:39]([CH3:40])[CH3:41].[OH2:42].[OH:1][C:2](=[O:3])[CH2:4][CH:5]1[CH2:6][CH2:7][CH2:8][CH2:9][CH2:10]1>>[O:1]=[C:2]([O:3][CH2:34][C:33]([O:32][CH:14]1[CH:13]([CH2:11][CH3:12])[CH2:18][CH:17]2[C:15]1([CH3:16])[CH2:30][CH2:29][CH:28]1[CH:19]2[CH2:20][CH2:21][C:22]2=[CH:23][C:24](=[O:31])[CH2:25][CH2:26][CH:27]21)=[O:36])[CH2:4][CH:5]1[CH2:6][CH2:7][CH2:8][CH2:9][CH2:10]1. Starting materials: IC1=C2C(=NC=C1)N(N=C2)C=2C=C(C=CC2)S(=O)(=O)N (3-(4-iodo-1H-pyrazolo[3,4-b]pyridin-1-yl)benzenesulfonamide), NC1=C(C=NC=C1)B(O)O (4-aminopyridin-3-ylboronic acid), C([O-])([O-])=O.[Na+].[Na+] (sodium carbonate). The reagents and catalysts are C=1C=CC(=CC1)[P](C=2C=CC=CC2)(C=3C=CC=CC3)[Pd]([P](C=4C=CC=CC4)(C=5C=CC=CC5)C=6C=CC=CC6)([P](C=7C=CC=CC7)(C=8C=CC=CC8)C=9C=CC=CC9)[P](C=1C=CC=CC1)(C=1C=CC=CC1)C=1C=CC=CC1 (tetrakis(triphenylphosphine)palladium(0)). The solvent is CCO.COCCOC.O (EtOH DME H2O). Run at temperature 105 celsius. Yields the product NC1=C(C=NC=C1)C1=C2C(=NC=C1)N(N=C2)C=2C=C(C=CC2)S(=O)(=O)N (3-(4-(4-aminopyridin-3-yl)-1H-pyrazolo[3,4-b]pyridin-1-yl)benzenesulfonamide). Isolated yield 33.1%. RXN SMILES: I[C:2]1[CH:7]=[CH:6][N:5]=[C:4]2[N:8]([C:11]3[CH:12]=[C:13]([S:17]([NH2:20])(=[O:19])=[O:18])[CH:14]=[CH:15][CH:16]=3)[N:9]=[CH:10][C:3]=12.[NH2:21][C:22]1[CH:27]=[CH:26][N:25]=[CH:24][C:23]=1B(O)O.C(=O)([O-])[O-].[Na+].[Na+]>C1C=CC([P]([Pd]([P](C2C=CC=CC=2)(C2C=CC=CC=2)C2C=CC=CC=2)([P](C2C=CC=CC=2)(C2C=CC=CC=2)C2C=CC=CC=2)[P](C2C=CC=CC=2)(C2C=CC=CC=2)C2C=CC=CC=2)(C2C=CC=CC=2)C2C=CC=CC=2)=CC=1.CCO.COCCOC.O>[NH2:21][C:22]1[CH:27]=[CH:26][N:25]=[CH:24][C:23]=1[C:2]1[CH:7]=[CH:6][N:5]=[C:4]2[N:8]([C:11]3[CH:12]=[C:13]([S:17]([NH2:20])(=[O:19])=[O:18])[CH:14]=[CH:15][CH:16]=3)[N:9]=[CH:10][C:3]=12 |f:2.3.4,6.7.8,^1:40,42,61,80|. Procedure details: Example 79 was prepared according to the general procedure in Example 2, except heating at 105° C. for 2.25 h, and using the following materials: Intermediate 1A (50 mg, 0.084 mmol), 4-aminopyridin-3-ylboronic acid (81 mg, 0.59 mmol), sodium carbonate (31 mg, 0.292 mmol), EtOH:DME:H2O (1.2:2.5:1.0 ratio) (1.5 mL) and tetrakis(triphenylphosphine)palladium(0) (9.65 mg, 8.35 μmol). Example 79 was isolated as a yellow solid (10.2 mg, 32.3%). Purification was done by preparative HPLC (Condition A) us... Reactants: CC(C1=CC=CC=C1)(C)OC(=O)C12C(=CC3C2(CC2C(CCC2C1(C3)C=O)C)COC31OC2C(O3)OC(C2OCCC)C1O)C(C)C (8a-[[[6-(propoxy)tetrahydro-7-hydroxy-2,5-methanofuro[2,3-d]-1,3-dioxol-2-yl]oxy]methyl]-4-formyl-4,4a,5,6,7,7a,8,8a-octahydro-7-methyl-3-(1-methylethyl)-1,4-methano-s-indacene-3a(1H)-carboxylic acid dimethylphenylmethyl ester). The reagents and catalysts are [C].[Pd] (palladium-carbon). Solvent: C(C)(=O)OCC (ethyl acetate). Conditions: time 1 hour. Yields the product C(CC)OC1C2OC3OC(OC31)(C2O)OCC23CC1C(CCC1C1(C3(C(=CC2C1)C(C)C)C(=O)O)C=O)C (8a-[[[6-(propoxy)tetrahydro-7-hydroxy-2,5-methanofuro[2,3-d]-1,3-dioxol-2-yl]oxy]methyl]-4-formyl-4,4a,5,6,7,7a,8,8a-octahydro-7-methyl-3-(1-methylethyl)-1,4-methano-s-indacene-3a(1H)-carboxylic acid). Yield: 84.6%. Reaction SMILES: CC([O:10][C:11]([C:13]12[C:24]3([CH:26]=[O:27])[CH2:25][CH:16]([C:17]1([CH2:29][O:30][C:31]14[CH:43]([OH:44])[CH:37]5[CH:38]([O:39][CH2:40][CH2:41][CH3:42])[CH:33]([CH:34]([O:36]5)[O:35]1)[O:32]4)[CH2:18][CH:19]1[CH:23]3[CH2:22][CH2:21][CH:20]1[CH3:28])[CH:15]=[C:14]2[CH:45]([CH3:47])[CH3:46])=[O:12])(C)C1C=CC=CC=1>C(OCC)(=O)C.[C].[Pd]>[CH2:40]([O:39][CH:38]1[CH:33]2[CH:34]3[O:35][C:31]([O:30][CH2:29][C:17]45[CH:16]6[CH2:25][C:24]([CH:26]=[O:27])([C:13]4([C:11]([OH:12])=[O:10])[C:14]([CH:45]([CH3:47])[CH3:46])=[CH:15]6)[CH:23]4[CH:19]([CH:20]([CH3:28])[CH2:21][CH2:22]4)[CH2:18]5)([CH:43]([OH:44])[CH:37]1[O:36]3)[O:32]2)[CH2:41][CH3:42] |f:2.3|. Reported procedure: 13 mg of compound (31) was dissolved in 2 ml of ethyl acetate and allowed to react in the presence of a catalytic amount of 10% palladium-carbon under stirring under a hydrogen atmosphere at room temperature for 1 hour. The reaction solution was filtered, and the filtrate was concentrated in vacuo. The reaction product was charged onto a silica gel column (Kieselgel 60, Merck, 1.0φ×30 cm) and eluted with chloroform-methanol (20:1). The fraction containing the desired product was concentrated to ... The reactants are CC1([C@@H]([C@@H]1C(=C(C(=O)OCC)SC)O)C(=O)O)C ((1R,cis) 2,2-dimethyl-3-(1-hydroxy-2-methylthio-2-ethoxycarbonyl-ethenyl]-cyclopropane-carboxylic acid), C1(=CC=C(C=C1)S(=O)(=O)O)C (p-toluene sulfonic acid). Solvent: C1=CC=CC=C1 (benzene). Yields the product CC1(C2C(OC(C12)=O)C(C(=O)OCC)SC)C (6,6-dimethyl-4-[methylthio-ethoxycarbonyl-methyl]-3-oxa-bicyclo [3,1,0]-hexane-2-one). As a reaction SMILES: [CH3:1][C:2]1([CH3:18])[C@@H:4]([C:5](O)=[C:6]([S:12][CH3:13])[C:7]([O:9][CH2:10][CH3:11])=[O:8])[C@H:3]1[C:15]([OH:17])=[O:16].C1(C)C=CC(S(O)(=O)=O)=CC=1>C1C=CC=CC=1>[CH3:1][C:2]1([CH3:18])[CH:3]2[CH:4]1[CH:5]([CH:6]([S:12][CH3:13])[C:7]([O:9][CH2:10][CH3:11])=[O:8])[O:16][C:15]2=[O:17]. Procedure: A mixture of 9.67 g of the product of Step A, 80 mg of p-toluene sulfonic acid and 120 ml of benzene was refluxed and 60 ml of benzene were distilled over 90 minutes equipped with a flask of Dean Stark apparatus containing silica gel. The mixture was evaporated to dryness under reduced pressure and the residue was chromatographed over silica gel. Elution with a 6-4 hexane-ethyl acetate mixture yielded 7.36 of 6,6-dimethyl-4-[methylthio-ethoxycarbonyl-methyl]-3-oxa-bicyclo [3,1,0]-hexane-2-one.